Dataset: the Open Reaction Database (ORD), a public repository of structured organic reaction records. Task: describe an organic reaction: reactants, conditions, products, and yield Reactants: C(C=C)(=O)O (acrylic acid), S(O)(O)(=O)=O (sulfuric acid), COC1=CC=C(O)C=C1 (hydroquinone monomethyl ether). Solvent: C(CCC)O (butanol), C(CCC)O (butanol), C(CCC)O (butanol), C(CCC)O (butanol). Reaction conditions: time 2.5 hour. The product is C(C=C)(=O)OCCCC (Butyl acrylate). RXN SMILES: [C:1]([OH:5])(=[O:4])[CH:2]=[CH2:3].S(=O)(=O)(O)O.CO[C:13]1[CH:19]=CC(O)=[CH:15][CH:14]=1>C(O)CCC>[C:1]([O:5][CH2:19][CH2:13][CH2:14][CH3:15])(=[O:4])[CH:2]=[CH2:3]. Procedure details: For comparison, a known esterification process was carried out using only one reaction region. In this Comparative Example, 4 mol/h of acrylic acid, 4 mol/h of fresh butanol and 1.6 mol/h of recycled butanol (distillate from the butanol recovery) were fed to a circulation evaporator (2.5 l, level of fill 2 l). The residence time was 2.5 h. The esterification was carried out in the presence of 9.7% by weight (based on the reaction mixture) of sulfuric acid at 126° C. The reactor was connected to ... Starting materials: [H-].[Na+] (NaH), BrCC(=O)OC (methyl bromoacetate), CCOC(=O)C (EtOAc), solution, ClC=1C=C2C(=CNC2=CC1)C(=O)O (5-chloro-1H-indole-3-carboxylic acid). Solvent: CN(C)C=O (DMF), CN(C)C=O (DMF). Reaction conditions: temperature -20 celsius, time 1 hour. Product: ClC=1C=C2C(=CN(C2=CC1)CC(=O)OC)C(=O)O (5-Chloro-1-(2-methoxy-2-oxoethyl)-1H-indole-3-carboxylic acid). Reaction SMILES: [Cl:1][C:2]1[CH:3]=[C:4]2[C:8](=[CH:9][CH:10]=1)[NH:7][CH:6]=[C:5]2[C:11]([OH:13])=[O:12].[H-].[Na+].Br[CH2:17][C:18]([O:20][CH3:21])=[O:19].CCOC(C)=O>CN(C=O)C>[Cl:1][C:2]1[CH:3]=[C:4]2[C:8](=[CH:9][CH:10]=1)[N:7]([CH2:17][C:18]([O:20][CH3:21])=[O:19])[CH:6]=[C:5]2[C:11]([OH:13])=[O:12] |f:1.2|. Procedure: 110 ml of a solution containing 10 g of 5-chloro-1H-indole-3-carboxylic acid (commercial) in DMF is added dropwise to a mixture of 4.50 g of NaH (60% in oil) in 400 ml of DMF at −10° C. After it returns to RT, it is stirred for 1 hour. The reaction mixture is cooled to −20° C. 4.86 ml of methyl bromoacetate is added dropwise, it is returned to RT for a period of 5 hours and is stirred for 15 hours. The reaction mixture is added to 1 L of EtOAc/1N HCl mixture, the organic phase is collected and t... Starting materials: CN(C=O)C (N,N-dimethylformamide), [Li]CCCC (n-BuLi), BrC=1C=C2C=CN=C(C2=CC1)NC(C1=CC=CC=C1)=O (N-(6-bromo-1-isoquinolinyl)benzamide). Solvent: O1CCCC1 (tetrahydrofuran), O1CCCC1 (tetrahydrofuran), O1CCCC1 (tetrahydrofuran). Reaction conditions: time 30 minute. Product: C(=O)C=1C=C2C=CN=C(C2=CC1)NC(C1=CC=CC=C1)=O (N-(6-formyl-1-isoquinolinyl)benzamide). As a reaction SMILES: [Li]CCCC.Br[C:7]1[CH:8]=[C:9]2[C:14](=[CH:15][CH:16]=1)[C:13]([NH:17][C:18](=[O:25])[C:19]1[CH:24]=[CH:23][CH:22]=[CH:21][CH:20]=1)=[N:12][CH:11]=[CH:10]2.CN(C)[CH:28]=[O:29]>O1CCCC1>[CH:28]([C:7]1[CH:8]=[C:9]2[C:14](=[CH:15][CH:16]=1)[C:13]([NH:17][C:18](=[O:25])[C:19]1[CH:24]=[CH:23][CH:22]=[CH:21][CH:20]=1)=[N:12][CH:11]=[CH:10]2)=[O:29]. Reported procedure: To a stirred solution of 29 mL of n-BuLi (1.6 M in hexane) in 40 mL of dry tetrahydrofuran under a nitrogen atmosphere at −78° C. was added dropwise a solution of 2.5 g of 1e in 60 mL of dry tetrahydrofuran over a period of 15 min. After stirring for 30 min a mixture of 34 mL of N,N-dimethylformamide and 20 mL of tetrahydrofuran was added fast. The cooling bath was removed, the reaction mixture was allowed to come to 0° C. and was poured into ice cold aqueous hydrochloric acid (60 mL, 0.5 N). Th...